Task: describe an organic reaction: reactants, conditions, products, and yield. Dataset: the Open Reaction Database (ORD), a public repository of structured organic reaction records Starting materials: CCO, CN1CCOc2cc([N+](=O)[O-])ccc2C1=O. Product: CN1CCOc2cc(N)ccc2C1=O. RXN SMILES: [CH3:17][CH2:18][OH:19].[CH3:1][N:2]1[CH2:3][CH2:4][O:5][c:6]2[c:7]([cH:10][cH:11][c:12]([N+:14]([O-:15])=[O:16])[cH:13]2)[C:8]1=[O:9]>>[CH3:1][N:2]1[CH2:3][CH2:4][O:5][c:6]2[c:7]([cH:10][cH:11][c:12]([NH2:14])[cH:13]2)[C:8]1=[O:9]. The reactants are [OH-].[Na+] (sodium hydroxide), C1(CCCC1)C(C(=O)NCC1=CC=C(C=C1)C(=O)OC)C1=CC=C(C=C1)CN1N=C(OCC1=O)C1=CC=CC=C1 (methyl 4-{[(cyclopentyl{4-[(5-oxo-2-phenyl-5,6-dihydro-4H-1,3,4-oxadiazin-4-yl)methyl]phenyl}acetyl)amino]methyl}benzenecarboxylate), [Cl-].[NH4+] (ammonium chloride). Solvent: O1CCOCC1.O (dioxane water). Run at time 8 hour. Product: C1(CCCC1)C(C(=O)NCC1=CC=C(C=C1)C(=O)O)C1=CC=C(C=C1)CN1N=C(OCC1=O)C1=CC=CC=C1 (4-{[(Cyclopentyl{4-[(5-oxo-2-phenyl-5,6-dihydro-4H-1,3,4-oxadiazin-4-yl)methyl]phenyl}-acetyl)amino]methyl}benzenecarboxylic acid). As a reaction SMILES: [CH:1]1([CH:6]([C:21]2[CH:26]=[CH:25][C:24]([CH2:27][N:28]3[C:33](=[O:34])[CH2:32][O:31][C:30]([C:35]4[CH:40]=[CH:39][CH:38]=[CH:37][CH:36]=4)=[N:29]3)=[CH:23][CH:22]=2)[C:7]([NH:9][CH2:10][C:11]2[CH:16]=[CH:15][C:14]([C:17]([O:19]C)=[O:18])=[CH:13][CH:12]=2)=[O:8])[CH2:5][CH2:4][CH2:3][CH2:2]1.[OH-].[Na+].[Cl-].[NH4+]>O1CCOCC1.O>[CH:1]1([CH:6]([C:21]2[CH:26]=[CH:25][C:24]([CH2:27][N:28]3[C:33](=[O:34])[CH2:32][O:31][C:30]([C:35]4[CH:40]=[CH:39][CH:38]=[CH:37][CH:36]=4)=[N:29]3)=[CH:23][CH:22]=2)[C:7]([NH:9][CH2:10][C:11]2[CH:12]=[CH:13][C:14]([C:17]([OH:19])=[O:18])=[CH:15][CH:16]=2)=[O:8])[CH2:2][CH2:3][CH2:4][CH2:5]1 |f:1.2,3.4,5.6|. Procedure details: 969 mg (1.757 mmol) of methyl 4-{[(cyclopentyl{4-[(5-oxo-2-phenyl-5,6-dihydro-4H-1,3,4-oxadiazin-4-yl)methyl]phenyl}acetyl)amino]methyl}benzenecarboxylate (Example 113A) were dissolved in 30 ml of dioxane/water (3:1 v/v), and 3.87 ml (3.865 mmol) of 1 N aqueous sodium hydroxide solution were added. The mixture was stirred at room temperature overnight. Saturated aqueous ammonium chloride solution was then added, and the mixture was extracted repeatedly with dichloromethane. The combined organic ... The product is C1(=CC=CC=C1)CN1CC(CC1)CO (1-(Phenylmethyl)-3-pyrrolidinemethanol). Starting materials: N1CC(CC1)CO (3-pyrrolidinemethanol), C(C1=CC=CC=C1)=O (benzaldehyde). Procedure: In a manner similar to Preparation 7 react 3-pyrrolidinemethanol with benzaldehyde to obtain the title compound. Reaction SMILES: [NH:1]1[CH2:5][CH2:4][CH:3]([CH2:6][OH:7])[CH2:2]1.[CH:8](=O)[C:9]1[CH:14]=[CH:13][CH:12]=[CH:11][CH:10]=1>>[C:9]1([CH2:8][N:1]2[CH2:5][CH2:4][CH:3]([CH2:6][OH:7])[CH2:2]2)[CH:14]=[CH:13][CH:12]=[CH:11][CH:10]=1. Starting materials: C(Cl)C1CO1 (epichlorohydrin), CC1=C(C=CC(=C1)SC)O (2-methyl-4-(methylthio)phenol), C(CCCCCCC)N (n-octylamine). The product is CC1=C(OCC(CNCCCCCCCC)O)C=CC(=C1)SC (1-[2-methyl-4-(methylthio)phenoxy]-3-(octylamino)-2-propanol). Isolated yield 19.0%. Reaction SMILES: [CH2:1]([CH:3]1[O:5][CH2:4]1)Cl.[CH3:6][C:7]1[CH:12]=[C:11]([S:13][CH3:14])[CH:10]=[CH:9][C:8]=1[OH:15].[CH2:16]([NH2:24])[CH2:17][CH2:18][CH2:19][CH2:20][CH2:21][CH2:22][CH3:23]>>[CH3:6][C:7]1[CH:12]=[C:11]([S:13][CH3:14])[CH:10]=[CH:9][C:8]=1[O:15][CH2:1][CH:3]([OH:5])[CH2:4][NH:24][CH2:16][CH2:17][CH2:18][CH2:19][CH2:20][CH2:21][CH2:22][CH3:23]. Procedure details: The epichlorohydrin derivative of 2-methyl-4-(methylthio)phenol (3.14 g., 0.015 mole) is reacted with n-octylamine (1.93 g. 0.015 mole) according to the procedure of Example 1. Concentrating the reaction mixture and crystallization of residual material from ethylacetate-hexane affords a 19% yield of analytically pure 1-[2-methyl-4-(methylthio)phenoxy]-3-(octylamino)-2-propanol, m.p. 59°-60° (corr.).